From a dataset of the Open Reaction Database (ORD), a public repository of structured organic reaction records. describe an organic reaction: reactants, conditions, products, and yield The reactants are CC1(NCCC2=C1NC1=CC=CC=C21)C(=O)OC (methyl 1-methyl-2,3,4,9-tetrahydro-1H-pyrido[3,4-b]indole-1-carboxylate), CN (methylamine). Solvent: C(C)O (ethanol). Reaction conditions: time 48 hour. Product: CC1(NCCC2=C1NC1=CC=CC=C21)C(=O)NC (1-Methyl-1-methylaminocarbonyl-2,3,4,9-tetrahydro-1H-pyrido[3,4-b]indole). Reaction SMILES: [CH3:1][C:2]1([C:15]([O:17]C)=O)[C:7]2[NH:8][C:9]3[C:14]([C:6]=2[CH2:5][CH2:4][NH:3]1)=[CH:13][CH:12]=[CH:11][CH:10]=3.[CH3:19][NH2:20]>C(O)C>[CH3:1][C:2]1([C:15]([NH:20][CH3:19])=[O:17])[C:7]2[NH:8][C:9]3[C:14]([C:6]=2[CH2:5][CH2:4][NH:3]1)=[CH:13][CH:12]=[CH:11][CH:10]=3. Procedure details: 4.8 g (0.02 mol) of methyl 1-methyl-2,3,4,9-tetrahydro-1H-pyrido[3,4-b]indole-1-carboxylate are dissolved in 100 ml of ethanol saturated with methylamine. The solution is left at ambient temperature for 48 hours. The solvent is removed and the residue is then taken up in 20 ml of ethanol. The product is filtered off and washed with ethanol. The reactants are C1(C(CC(CC1)C(=O)O)C(=O)O)C(=O)O (cyclohexane-1,2,4-tricarboxylic acid). Solvent: O (water). Reaction conditions: temperature 250 celsius. The product is C12C(CC(CC1)C(=O)O)C(=O)OC2=O (1,2,4-cyclohexanetricarboxylic acid 1,2-anhydride). Reaction SMILES: [CH:1]1([C:13]([OH:15])=[O:14])[CH2:6][CH2:5][CH:4]([C:7]([OH:9])=[O:8])[CH2:3][CH:2]1[C:10]([OH:12])=O>O>[CH:1]12[C:13](=[O:14])[O:15][C:10](=[O:12])[CH:2]1[CH2:3][CH:4]([C:7]([OH:9])=[O:8])[CH2:5][CH2:6]2. Procedure: Into a four-necked flask equipped with a thermometer, a stirrer, a condenser and a temperature controller, 100 parts by mass of cyclohexane-1,2,4-tricarboxylic acid was placed and melted by heating at 250° C. for 3 hours while formed water was removed to the outside of the system with a stream of nitrogen gas, and 1,2,4-cyclohexanetricarboxylic acid 1,2-anhydride was obtained. as a light yellow transparent liquid substance The yield of the anhydride was 95% based on the amount of cyclohexane-1,2... Reactants: ClCCCl (1,2-dichloroethane), BrC1=C(C(=O)O)C=CC(=C1Cl)Cl (2-bromo-3,4-dichlorobenzoic acid), CNCC (N-methylethylamine), solid, S(=O)(Cl)Cl (thionyl chloride). Solvent: CN(C=O)C (N,N-dimethylformamide), O1CCCC1 (tetrahydrofuran). Conditions: temperature 0 celsius. Yields the product C(C)N(C(C1=C(C(=C(C=C1)Cl)Cl)Br)=O)C (N-ethyl-N-methyl-2-bromo-3,4-dichlorobenzamide). The yield is 76.7%. Reaction SMILES: ClCCCl.[Br:5][C:6]1[C:14]([Cl:15])=[C:13]([Cl:16])[CH:12]=[CH:11][C:7]=1[C:8]([OH:10])=O.S(Cl)(Cl)=O.[CH3:21][NH:22][CH2:23][CH3:24]>O1CCCC1.CN(C)C=O>[CH2:23]([N:22]([CH3:21])[C:8](=[O:10])[C:7]1[CH:11]=[CH:12][C:13]([Cl:16])=[C:14]([Cl:15])[C:6]=1[Br:5])[CH3:24]. Procedure details: 200 ml of 1,2-dichloroethane, 14 g (0.052 mol) of 2-bromo-3,4-dichlorobenzoic acid and 2 ml of N,N-dimethylformamide are introduced successively into a 500 ml round-bottomed flask. 11.5 ml of thionyl chloride (0.078 mol) are then run in dropwise with stirring and while cooling at 0° C. When the addition is finished, the reaction mixture is heated progressively to 55° C. over 2 hours and then evaporated to dryness. The residue is taken up in 50 ml of tetrahydrofuran and then poured dropwise into ... The reactants are FC(C1CCC(CC1)OC=1C=C2CCNC2=CC1)(F)F (5-(4-trifluoromethyl-cyclohexyloxy)-2,3-dihydro-1H-indole), CCN(C(C)C)C(C)C (DIEA), ClCC(=O)Cl (chloroacetyl chloride). The solvent is C(Cl)Cl (methylene chloride). Run at time 30 minute. Product: ClCC(=O)N1CCC2=CC(=CC=C12)OC1CCC(CC1)C(F)(F)F (2-chloro-1-[5-(4-trifluoromethyl-cyclohexyloxy)-2,3-dihydro-indol-1-yl]-ethanone). The yield is 77.0%. As a reaction SMILES: [F:1][C:2]([F:20])([F:19])[CH:3]1[CH2:8][CH2:7][CH:6]([O:9][C:10]2[CH:11]=[C:12]3[C:16](=[CH:17][CH:18]=2)[NH:15][CH2:14][CH2:13]3)[CH2:5][CH2:4]1.CCN(C(C)C)C(C)C.[Cl:30][CH2:31][C:32](Cl)=[O:33]>C(Cl)Cl>[Cl:30][CH2:31][C:32]([N:15]1[C:16]2[C:12](=[CH:11][C:10]([O:9][CH:6]3[CH2:5][CH2:4][CH:3]([C:2]([F:1])([F:19])[F:20])[CH2:8][CH2:7]3)=[CH:18][CH:17]=2)[CH2:13][CH2:14]1)=[O:33]. Reported procedure: A mixture of 5-(4-trifluoromethyl-cyclohexyloxy)-2,3-dihydro-1H-indole (130 mg, 0.46 mmol) and DIEA (103 uL) in methylene chloride (2 mL) was added chloroacetyl chloride (47 uL, 0.59 mmol) at room temperature. The black solution was stirred for 30 min. The solvent was concentrated to give crude product. The crude was used directly for next step without further purification (80 mg, yield: 77%). ESI-MS: 362.10 (M+H)+. Starting materials: C(C)NCCC(=O)OCC (ethyl 3-ethylaminopropionate), C(C)C(C(=O)Cl)C(=O)Cl (ethylmalonyl chloride), C([O-])([O-])=O.[K+].[K+] (potassium carbonate), C1(=CC=CC=C1)C (toluene). Solvent: O (water). Conditions: time 3 hour. Product: C(C)OC(=O)CC(=O)N(CCC(=O)OCC)CC (Ethyl N-ethoxycarbonylacetyl-3-ethylaminopropionate). The yield is 83.0%. Reaction SMILES: [CH2:1]([NH:3][CH2:4][CH2:5][C:6]([O:8][CH2:9][CH3:10])=[O:7])[CH3:2].[C:11](=[O:14])([O-])[O-].[K+].[K+].[C:17]1(C)C=CC=CC=1.C([CH:26]([C:30](Cl)=[O:31])[C:27](Cl)=[O:28])C>O>[CH2:11]([O:14][C:30]([CH2:26][C:27]([N:3]([CH2:1][CH3:2])[CH2:4][CH2:5][C:6]([O:8][CH2:9][CH3:10])=[O:7])=[O:28])=[O:31])[CH3:17] |f:1.2.3|. Procedure: To a mixture consisting of 45 g (0.30 mole) of ethyl 3-ethylaminopropionate, 37.3 g (0.27 mole) of potassium carbonate, 250 ml of toluene and 250 ml of water being stirred in an ice bath was added dropwise 67.7 g (0.45 mole) of ethylmalonyl chloride in 0.5 hour. Stirring was continued for further 3 hours at room temperature and the reaction mixture was subjected to phase separation. The toluene layer obtained was washed with a 5% aqueous HCl solution, a saturated aqueous sodium bicarbonate solut...